This data is from the Open Reaction Database (ORD), a public repository of structured organic reaction records. The task is: describe an organic reaction: reactants, conditions, products, and yield Starting materials: N=C(OCc1ccccc1)C(Cl)(Cl)Cl, ClCCl, COC(=O)C(O)CC(C)C. The product is COC(=O)C(CC(C)C)OCc1ccccc1. Reaction SMILES: [Cl:11][C:12]([Cl:13])([Cl:14])[C:22](=[NH:23])[O:24][CH2:15][c:16]1[cH:17][cH:18][cH:19][cH:20][cH:21]1.[Cl:25][CH2:26][Cl:27].[OH:1][CH:2]([C:3](=[O:4])[O:5][CH3:6])[CH2:7][CH:8]([CH3:9])[CH3:10]>>[O:1]([CH:2]([C:3](=[O:4])[O:5][CH3:6])[CH2:7][CH:8]([CH3:9])[CH3:10])[CH2:15][c:16]1[cH:17][cH:18][cH:19][cH:20][cH:21]1. The reactants are ice water, NC1=NNC(=N1)SCC1=CC=CC=C1 (3-amino-5-benzylthio-1,2,4-triazole), COC(CC(C)=O)OC (acetylacetaldehyde dimethyl acetal). Solvent: C(C)(=O)O (acetic acid), C(C)(=O)O (acetic acid). Run at temperature 100 celsius. Product: C(C1=CC=CC=C1)SC1=NN2C(N=CC=C2C)=N1 (2-benzylthio-7-methyl-1,2,4-triazolo[1,5-a]pyrimidine). Yield: 43.9%. Reaction SMILES: [NH2:1][C:2]1[N:6]=[C:5]([S:7][CH2:8][C:9]2[CH:14]=[CH:13][CH:12]=[CH:11][CH:10]=2)[NH:4][N:3]=1.CO[CH:17](OC)[CH2:18][C:19](=O)[CH3:20]>C(O)(=O)C>[CH2:8]([S:7][C:5]1[N:6]=[C:2]2[N:1]=[CH:17][CH:18]=[C:19]([CH3:20])[N:3]2[N:4]=1)[C:9]1[CH:10]=[CH:11][CH:12]=[CH:13][CH:14]=1. Procedure details: A solution of 50 g (0.24 mol) of 3-amino-5-benzylthio-1,2,4-triazole in 500 ml of glacial acetic acid was added dropwise over 3-4 hours to a solution of 34.0 g (0.25 mol) of acetylacetaldehyde dimethyl acetal in 500 ml of glacial acetic acid heated at 100° C. After the addition was complete the reaction mixture was heated at reflux overnight, cooled to room temperature and poured into an ice-water mixture. The solid which separated was collected by filtration and recrystallized from ethanol to y... Starting materials: CC(c1nc(C2CC(c3ccc(C(F)(F)F)cc3)CN(C(=O)N3CCOCC3)C2)no1)N(C(=O)[O-])C(C)(C)C, Cl, C1COCCO1. The product is Cl, CC(N)c1nc(C2CC(c3ccc(C(F)(F)F)cc3)CN(C(=O)N3CCOCC3)C2)no1. RXN SMILES: [C:2]([N:6]([C:3](=[O:4])[O-:5])[CH:10]([CH3:11])[c:12]1[n:13][c:14]([CH:17]2[CH2:18][N:19]([C:33](=[O:34])[N:35]3[CH2:36][CH2:37][O:38][CH2:39][CH2:40]3)[CH2:20][CH:21]([c:23]3[cH:24][cH:25][c:26]([C:29]([F:30])([F:31])[F:32])[cH:27][cH:28]3)[CH2:22]2)[n:15][o:16]1)([CH3:7])([CH3:8])[CH3:9].[ClH:1].[O:41]1[CH2:42][CH2:43][O:44][CH2:45][CH2:46]1>>[ClH:1].[NH2:6][CH:10]([CH3:11])[c:12]1[n:13][c:14]([CH:17]2[CH2:18][N:19]([C:33](=[O:34])[N:35]3[CH2:36][CH2:37][O:38][CH2:39][CH2:40]3)[CH2:20][CH:21]([c:23]3[cH:24][cH:25][c:26]([C:29]([F:30])([F:31])[F:32])[cH:27][cH:28]3)[CH2:22]2)[n:15][o:16]1. Reactants: COCCOC, CCOC(C)=O, Cn1c(-c2cccc(F)c2)nc2c(Cl)nc(C#CC3(O)CCCC3)nc21, N. Yields the product Cn1c(-c2cccc(F)c2)nc2c(N)nc(C#CC3(O)CCCC3)nc21. RXN SMILES: [CH2:28]([CH2:29][O:30][CH3:31])[O:32][CH3:33].[CH3:34][CH2:35][O:36][C:37](=[O:38])[CH3:39].[Cl:1][c:2]1[c:3]2[n:4][c:5](-[c:20]3[cH:21][c:22]([F:26])[cH:23][cH:24][cH:25]3)[n:6]([CH3:19])[c:7]2[n:8][c:9]([C:11]#[C:12][C:13]2([OH:18])[CH2:14][CH2:15][CH2:16][CH2:17]2)[n:10]1.[NH3:27]>>[c:2]1([NH2:27])[c:3]2[n:4][c:5](-[c:20]3[cH:21][c:22]([F:26])[cH:23][cH:24][cH:25]3)[n:6]([CH3:19])[c:7]2[n:8][c:9]([C:11]#[C:12][C:13]2([OH:18])[CH2:14][CH2:15][CH2:16][CH2:17]2)[n:10]1. Reactants: C1=CC=CC=2C3=CC=CC=C3C(C12)COC(=O)N[C@H](C(=O)OC(C)(C)C)CS ((R)-tert-butyl 2-(((9H-fluoren-9-yl)methoxy)carbonylamino)-3-mercaptopropanoate), (2S)-(+)-glycidyl-4-nitrobenzoate, [OH-].[Na+] (NaOH), [N+](=O)([O-])C1=C(C(=O)[O-])C=CC=C1 (nitrobenzoate). The solvent is CC(C)(C)O (tBuOH), CC(C)(C)O (tBuOH). Conditions: time 15 hour. Yields the product C1=CC=CC=2C3=CC=CC=C3C(C12)COC(=O)N[C@H](C(=O)OC(C)(C)C)CSC[C@@H](CO)O ((R)-tert-butyl 2-(((9H-fluoren-9-yl)methoxy)carbonylamino)-3-((R)-2,3-dihydroxypropylthio)propanoate). RXN SMILES: [OH-:1].[Na+].[N+]([C:6]1C=CC=C[C:7]=1[C:8]([O-:10])=O)([O-])=O.[CH:15]1[C:27]2[CH:26]([CH2:28][O:29][C:30]([NH:32][C@@H:33]([CH2:41][SH:42])[C:34]([O:36][C:37]([CH3:40])([CH3:39])[CH3:38])=[O:35])=[O:31])[C:25]3[C:20](=[CH:21][CH:22]=[CH:23][CH:24]=3)[C:19]=2[CH:18]=[CH:17][CH:16]=1>CC(O)(C)C>[CH:24]1[C:25]2[CH:26]([CH2:28][O:29][C:30]([NH:32][C@@H:33]([CH2:41][S:42][CH2:6][C@H:7]([OH:1])[CH2:8][OH:10])[C:34]([O:36][C:37]([CH3:38])([CH3:39])[CH3:40])=[O:35])=[O:31])[C:27]3[C:19](=[CH:18][CH:17]=[CH:16][CH:15]=3)[C:20]=2[CH:21]=[CH:22][CH:23]=1 |f:0.1|. Reported procedure: A solution of (2S)-(+)-glycidyl-4-nitrobenzoate (9, 1.1 eq) and 1M NaOH (1.1 eq) in tBuOH (0.1 M) was stirred at room temperature until complete hydrolysis of the nitrobenzoate (30 minutes). To the resulting mixture, a solution of (R)-tert-butyl 2-(((9H-fluoren-9-yl)methoxy)carbonylamino)-3-mercaptopropanoate (8, 1 eq) in tBuOH (1 M) was introduced. The reaction was stirred at room temperature for 15 hours. The reaction mixture was concentrated en vaccuo to remove tBuOH and dissolved in EtOAc. T... The reactants are ClB(Cl)Cl, COc1cc(Cl)c(Br)c(N2CCN(c3ccc(C(F)(F)F)cn3)CC2)c1, ClCCl, O. Yields the product Oc1cc(Cl)c(Br)c(N2CCN(c3ccc(C(F)(F)F)cn3)CC2)c1. RXN SMILES: [B:27]([Cl:28])([Cl:29])[Cl:30].[Br:1][c:2]1[c:3]([N:11]2[CH2:12][CH2:13][N:14]([c:17]3[n:18][cH:19][c:20]([C:23]([F:24])([F:25])[F:26])[cH:21][cH:22]3)[CH2:15][CH2:16]2)[cH:4][c:5]([O:9][CH3:10])[cH:6][c:7]1[Cl:8].[CH2:32]([Cl:33])[Cl:34].[OH2:31]>>[Br:1][c:2]1[c:3]([N:11]2[CH2:12][CH2:13][N:14]([c:17]3[n:18][cH:19][c:20]([C:23]([F:24])([F:25])[F:26])[cH:21][cH:22]3)[CH2:15][CH2:16]2)[cH:4][c:5]([OH:9])[cH:6][c:7]1[Cl:8]. Starting materials: N(C(C)C)C(C)C ((i-Pr)2NH), BrC1=C(C=C(C=C1)OC)F (1-bromo-2-fluoro-4-methoxybenzene), [Li]CCCC (n-BuLi), ( M ), II (I2). Run in O1CCCC1 (tetrahydrofuran), O1CCCC1 (tetrahydrofuran). Conditions: temperature -78 celsius. The product is BrC1=C(C(=C(C=C1)OC)I)F (1-bromo-2-fluoro-3-iodo-4-methoxybenzene). Reaction SMILES: N(C(C)C)C(C)C.[Li]CCCC.[Br:13][C:14]1[CH:19]=[CH:18][C:17]([O:20][CH3:21])=[CH:16][C:15]=1[F:22].[I:23]I>O1CCCC1>[Br:13][C:14]1[CH:19]=[CH:18][C:17]([O:20][CH3:21])=[C:16]([I:23])[C:15]=1[F:22]. Procedure details: Into a 25-mL round-bottom flask (1 atm) purged and maintained with an inert atmosphere of nitrogen, was placed (i-Pr)2NH (1.26 g, 12.48 mmol, 1.25 equiv), tetrahydrofuran (7 mL). This was followed by the addition of n-BuLi (2.5M in hexane) (4.8 mL) dropwise with stirring at −78° C. The mixture was stirred for 1 h at −78° C. Then this solution was added to the solution a solution of 1-bromo-2-fluoro-4-methoxybenzene (2.04 g, 9.95 mmol, 1.00 equiv) in tetrahydrofuran (5 mL) at −78 degree C. and st...